From a dataset of the Open Reaction Database (ORD), a public repository of structured organic reaction records. describe an organic reaction: reactants, conditions, products, and yield Starting materials: [BH4-], [Li+], COCn1cc2cc(CC(OC(=O)N3CCC(c4cc5ccccc5[nH]c4=O)CC3)C(=O)OC)cc(C)c2n1, C1CCOC1. Product: COCn1cc2cc(CC(CO)OC(=O)N3CCC(c4cc5ccccc5[nH]c4=O)CC3)cc(C)c2n1. As a reaction SMILES: [BH4-:40].[Li+:41].[O:1]=[c:2]1[nH:3][c:4]2[cH:5][cH:6][cH:7][cH:8][c:9]2[cH:10][c:11]1[CH:12]1[CH2:13][CH2:14][N:15]([C:18](=[O:19])[O:20][CH:21]([C:22](=[O:23])[O:24][CH3:25])[CH2:26][c:27]2[cH:28][c:29]3[cH:30][n:31]([CH2:37][O:38][CH3:39])[n:32][c:33]3[c:34]([CH3:36])[cH:35]2)[CH2:16][CH2:17]1.[O:42]1[CH2:43][CH2:44][CH2:45][CH2:46]1>>[O:1]=[c:2]1[nH:3][c:4]2[cH:5][cH:6][cH:7][cH:8][c:9]2[cH:10][c:11]1[CH:12]1[CH2:13][CH2:14][N:15]([C:18](=[O:19])[O:20][CH:21]([CH2:22][OH:23])[CH2:26][c:27]2[cH:28][c:29]3[cH:30][n:31]([CH2:37][O:38][CH3:39])[n:32][c:33]3[c:34]([CH3:36])[cH:35]2)[CH2:16][CH2:17]1. Starting materials: COC1=CC=C(CN(C2=NC=C(C=N2)C=2C3=C(N=C(N2)N2CCOCC2)NCC3)CC3=CC=C(C=C3)OC)C=C1 (bis-(4-methoxy-benzyl)-[5-(2-morpholin-4-yl-6,7-dihydro-5H-pyrrolo[2,3-d]pyrimidin-4-yl)-pyrimidin-2-yl]-amine), FC1=C(C=CC=C1)N=C=S (2-fluorophenyl isothiocyanate), NC(=S)N (thiourea). Yields the product FC1=C(C=CC=C1)NC(=S)N1CCC2=C1N=C(N=C2C=2C=NC(=NC2)N(CC2=CC=C(C=C2)OC)CC2=CC=C(C=C2)OC)N2CCOCC2 (4-{2-[bis-(4-methoxy-benzyl)-amino]-pyrimidin-5-yl}-2-morpholin-4-yl-5,6-dihydro-pyrrolo[2,3-d]pyrimidine-7-carbothioic acid (2-fluoro-phenyl)-amide). The yield is 117.0%. RXN SMILES: [CH3:1][O:2][C:3]1[CH:40]=[CH:39][C:6]([CH2:7][N:8]([CH2:30][C:31]2[CH:36]=[CH:35][C:34]([O:37][CH3:38])=[CH:33][CH:32]=2)[C:9]2[N:14]=[CH:13][C:12]([C:15]3[C:16]4[CH2:29][CH2:28][NH:27][C:17]=4[N:18]=[C:19]([N:21]4[CH2:26][CH2:25][O:24][CH2:23][CH2:22]4)[N:20]=3)=[CH:11][N:10]=2)=[CH:5][CH:4]=1.[F:41][C:42]1[CH:47]=[CH:46][CH:45]=[CH:44][C:43]=1[N:48]=[C:49]=[S:50].NC(N)=S>>[F:41][C:42]1[CH:47]=[CH:46][CH:45]=[CH:44][C:43]=1[NH:48][C:49]([N:27]1[C:17]2[N:18]=[C:19]([N:21]3[CH2:26][CH2:25][O:24][CH2:23][CH2:22]3)[N:20]=[C:15]([C:12]3[CH:11]=[N:10][C:9]([N:8]([CH2:7][C:6]4[CH:5]=[CH:4][C:3]([O:2][CH3:1])=[CH:40][CH:39]=4)[CH2:30][C:31]4[CH:32]=[CH:33][C:34]([O:37][CH3:38])=[CH:35][CH:36]=4)=[N:14][CH:13]=3)[C:16]=2[CH2:29][CH2:28]1)=[S:50]. Reported procedure: Using bis-(4-methoxy-benzyl)-[5-(2-morpholin-4-yl-6,7-dihydro-5H-pyrrolo[2,3-d]pyrimidin-4-yl)-pyrimidin-2-yl]-amine (80.0 mg, 0.148 mmol) and 2-fluorophenyl isothiocyanate (54.6 μl, 0.445 mmol) instead of o-tolyl isothiocyanate, thiourea was formed in the same manner as Example 1-D-210, to obtain a crude product of 4-{2-[bis-(4-methoxy-benzyl)-amino]-pyrimidin-5-yl}-2-morpholin-4-yl-5,6-dihydro-pyrrolo[2,3-d]pyrimidine-7-carbothioic acid (2-fluoro-phenyl)-amide as a brown solid (120 mg), and th... The reactants are C(C)OC(=O)C=1C=NC2=C(C=C(C=C2C1O)C1=C(C=CC=C1)C)F (6-(2-methylphenyl)-8-fluoro-4-hydroxy-3-quinoline-carboxylic acid ethyl ester), ClC1=CC=C(CN)C=C1 (4-chlorobenzylamine), C(C)(=O)O (acetic acid), Cl (hydrochloric acid). Run in C1(=CC=CC=C1)C (toluene). Run at temperature 190 celsius. Product: ClC1=CC=C(C=C1)CNC(=O)C=1C=NC2=C(C=C(C=C2C1O)C1=C(C=CC=C1)C)F (N-((4-Chlorophenyl)methyl)-8-fluoro-4-hydroxy-6-(2-methyl-phenyl)-3-quinolinecarboxamide). As a reaction SMILES: C(O[C:4]([C:6]1[CH:7]=[N:8][C:9]2[C:14]([C:15]=1[OH:16])=[CH:13][C:12]([C:17]1[CH:22]=[CH:21][CH:20]=[CH:19][C:18]=1[CH3:23])=[CH:11][C:10]=2[F:24])=[O:5])C.[Cl:25][C:26]1[CH:33]=[CH:32][C:29]([CH2:30][NH2:31])=[CH:28][CH:27]=1.C(O)(=O)C.Cl>C1(C)C=CC=CC=1>[Cl:25][C:26]1[CH:33]=[CH:32][C:29]([CH2:30][NH:31][C:4]([C:6]2[CH:7]=[N:8][C:9]3[C:14]([C:15]=2[OH:16])=[CH:13][C:12]([C:17]2[CH:22]=[CH:21][CH:20]=[CH:19][C:18]=2[CH3:23])=[CH:11][C:10]=3[F:24])=[O:5])=[CH:28][CH:27]=1. Procedure details: 6-Iodo-8-fluoro-4-hydroxy-3-quinolinecarboxylic acid ethyl ester (903 mg) from Example No. 5 and o-tolueneboronic acid (374 mg) are dissolved in DMF (50 mL) and at 50° C. a solution of barium hydroxide octahydrate (1.18 g) in water (5 mL) is added followed by palladium tetrakistriphenylphosphine (58 mg). The mixture is heated at 80° C. for 20 h, allowed to cool to rt, poured into water (200 mL), and extracted with ethyl acetate (3×100 mL). The organic layer is washed with brine (25 mL), dried (M... Starting materials: ClC1=CC=C(C(C(=O)O)=C1)O (5-chlorosalicylic acid), C1(=CC=CC2=CC=CC=C12)N (1-naphthylamine), raw materials. The product is ClC=1C=CC(=C(C(=O)NC2=CC=CC3=CC=CC=C23)C1)O (5-Chloro-2-hydroxy-N-(1-naphthyl)benzamide). Isolated yield 66.0%. As a reaction SMILES: [Cl:1][C:2]1[CH:10]=[C:6]([C:7]([OH:9])=O)[C:5]([OH:11])=[CH:4][CH:3]=1.[C:12]1([NH2:22])[C:21]2[C:16](=[CH:17][CH:18]=[CH:19][CH:20]=2)[CH:15]=[CH:14][CH:13]=1>>[Cl:1][C:2]1[CH:3]=[CH:4][C:5]([OH:11])=[C:6]([CH:10]=1)[C:7]([NH:22][C:12]1[C:21]2[C:16](=[CH:17][CH:18]=[CH:19][CH:20]=2)[CH:15]=[CH:14][CH:13]=1)=[O:9]. Procedure: Using 5-chlorosalicylic acid and 1-naphthylamine as the raw materials, the same operation as the example 16 gave the title compound.